Dataset: the Open Reaction Database (ORD), a public repository of structured organic reaction records. Task: describe an organic reaction: reactants, conditions, products, and yield Reactants: [Al+3], C=C(C)CCOc1cccc(NC(C)=O)c1, [Cl-], [Cl-], [Cl-], Fc1ccccc1, O. The product is CC(=O)Nc1ccc2c(c1)OCCC2(C)C. As a reaction SMILES: [Al+3:18].[CH3:1][C:2]([CH2:3][CH2:4][O:5][c:6]1[cH:7][c:8]([NH:12][C:13]([CH3:14])=[O:15])[cH:9][cH:10][cH:11]1)=[CH2:16].[Cl-:17].[Cl-:19].[Cl-:20].[F:22][c:23]1[cH:24][cH:25][cH:26][cH:27][cH:28]1.[OH2:21]>>[CH3:1][C:2]1([CH3:16])[CH2:3][CH2:4][O:5][c:6]2[cH:7][c:8]([NH:12][C:13]([CH3:14])=[O:15])[cH:9][cH:10][c:11]21. Starting materials: CC1=C(N=C(O1)C1=CC=CC=C1)COC1=C(C=C(CN2C3=CC=CC=C3C=3C(=CC=CC23)OCC=C)C=C1)OC (9-{4-[(5-methyl-2-phenyloxazole-4-yl)methoxy]-3-methoxybenzyl}-4-(allyloxy)-9H-carbazole), O1C(CCC1)CCO (tetrahydrofuran-ethanol), C1(=CC=CC=C1)P(C1=CC=CC=C1)C1=CC=CC=C1 (triphenylphosphine). The reagents and catalysts are C(C)(=O)[O-].[Pd+2].C(C)(=O)[O-] (palladium acetate). Solvent: C(=O)O (formic acid). Yields the product CC1=C(N=C(O1)C1=CC=CC=C1)COC1=C(C=C(CN2C3=CC=CC=C3C=3C(=CC=CC23)O)C=C1)OC (9-{4-[(5-methyl-2-phenyloxazole-4-yl)methoxy]-3-methoxybenzyl}-9H-carbazole-4-ol). RXN SMILES: [CH3:1][C:2]1[O:6][C:5]([C:7]2[CH:12]=[CH:11][CH:10]=[CH:9][CH:8]=2)=[N:4][C:3]=1[CH2:13][O:14][C:15]1[CH:38]=[CH:37][C:18]([CH2:19][N:20]2[C:32]3[CH:31]=[CH:30][CH:29]=[C:28]([O:33]CC=C)[C:27]=3[C:26]3[C:21]2=[CH:22][CH:23]=[CH:24][CH:25]=3)=[CH:17][C:16]=1[O:39][CH3:40].O1CCCC1CCO.C1(P(C2C=CC=CC=2)C2C=CC=CC=2)C=CC=CC=1>C([O-])(=O)C.[Pd+2].C([O-])(=O)C.C(O)=O>[CH3:1][C:2]1[O:6][C:5]([C:7]2[CH:8]=[CH:9][CH:10]=[CH:11][CH:12]=2)=[N:4][C:3]=1[CH2:13][O:14][C:15]1[CH:38]=[CH:37][C:18]([CH2:19][N:20]2[C:32]3[CH:31]=[CH:30][CH:29]=[C:28]([OH:33])[C:27]=3[C:26]3[C:21]2=[CH:22][CH:23]=[CH:24][CH:25]=3)=[CH:17][C:16]=1[O:39][CH3:40] |f:3.4.5|. Procedure details: 10 g of 9-{4-[(5-methyl-2-phenyloxazole-4-yl)methoxy]-3-methoxybenzyl}-4-(allyloxy)-9H-carbazole was suspended in mixed solution (70 mL) of tetrahydrofuran-ethanol=4:1, 986 mg of triphenylphosphine, 84 mg of palladium acetate, and 2.1 mL of formic acid were added, and refluxed for 5 hours. The reaction mixture was allowed to cool, and then concentrated in vacuo, and the residue was crystallized from 10 mL of ethanol. The crystalline precipitate was isolated by filtration, washed with ethanol, dr...